Dataset: the Open Reaction Database (ORD), a public repository of structured organic reaction records. Task: describe an organic reaction: reactants, conditions, products, and yield Reactants: ClC1=CC=C(C=C1)C1=NN(C(=C1)C)C1C(C\C(\C1=O)=C/C1CCOCC1)=O (2-[3-(4-chloro-phenyl)-5-methyl-pyrazol-1-yl]-4-[1-(tetrahydro-pyran-4-yl)-meth-(E)-ylidene]-cyclopentane-1,3-dione), [H][H] (hydrogen). The reagents and catalysts are [Pd] (palladium on activated charcoal). The solvent is CO (methanol). The product is ClC1=CC=C(C=C1)C1=NN(C(=C1)C)C1C(CC(C1=O)CC1CCOCC1)=O (2-[3-(4-chloro-phenyl)-5-methyl-pyrazol-1-yl ]-4-(tetrahydro-pyran-4-ylmethyl)-cyclopentane-1,3-dione). Yield: 51.7%. As a reaction SMILES: [Cl:1][C:2]1[CH:7]=[CH:6][C:5]([C:8]2[CH:12]=[C:11]([CH3:13])[N:10]([CH:14]3[C:18](=[O:19])/[C:17](=[CH:20]/[CH:21]4[CH2:26][CH2:25][O:24][CH2:23][CH2:22]4)/[CH2:16][C:15]3=[O:27])[N:9]=2)=[CH:4][CH:3]=1.[H][H]>CO.[Pd]>[Cl:1][C:2]1[CH:7]=[CH:6][C:5]([C:8]2[CH:12]=[C:11]([CH3:13])[N:10]([CH:14]3[C:18](=[O:19])[CH:17]([CH2:20][CH:21]4[CH2:26][CH2:25][O:24][CH2:23][CH2:22]4)[CH2:16][C:15]3=[O:27])[N:9]=2)=[CH:4][CH:3]=1. Reported procedure: To a solution of 2-[3-(4-chloro-phenyl)-5-methyl-pyrazol-1-yl]-4-[1-(tetrahydro-pyran-4-yl)-meth-(E)-ylidene]-cyclopentane-1,3-dione (9 mg, 0.02 mmol) in methanol (0.1 ml) was added 5% palladium on activated charcoal (1 mg) and the reaction stirred for 6 hours under 1.5 bar of hydrogen. The solution was then filtered through a pad of Celite, washed with methanol (10 ml) and concentrated in vacuo to give a white solid, which was purified by reverse phase preparative HPLC (eluting with acetonitril... Conditions: time 18 hour. Solvent: C(C)O (ethanol). Reactants: FC1=C(C=CC=C1)[C@]1(NO[C@H]2[C@@H]1COC2)C ((3S,3aS,6aS)-rel-3-(2-fluoro-phenyl)-3-methyl-hexahydro-furo[3,4-d]isoxazole), C(=O)[O-].[NH4+] (ammonium formate). As a reaction SMILES: [F:1][C:2]1[CH:7]=[CH:6][CH:5]=[CH:4][C:3]=1[C@:8]1([CH3:16])[C@H:12]2[CH2:13][O:14][CH2:15][C@H:11]2[O:10][NH:9]1.C([O-])=O.[NH4+]>C(O)C.[Pd]>[NH2:9][C@@:8]([C@H:12]1[CH2:13][O:14][CH2:15][C@H:11]1[OH:10])([C:3]1[CH:4]=[CH:5][CH:6]=[CH:7][C:2]=1[F:1])[CH3:16] |f:1.2|. Yield: 52.9%. Product: N[C@](C)(C1=C(C=CC=C1)F)[C@@H]1[C@@H](COC1)O ((3S,4S)-4-[(S)-rel-1-amino-1-(2-fluoro-phenyl)-ethyl]-tetrahydro-furan-3-ol). The reagents and catalysts are [Pd] (palladium). Procedure details: A solution of (3S,3aS,6aS)-rel-3-(2-fluoro-phenyl)-3-methyl-hexahydro-furo[3,4-d]isoxazole (16.72 g, 72.9 mmol) in ethanol (300 ml) was treated with ammonium formate (36.8 g, 583 mmol) and palladium (5% on carbon; 7.76 g). The reaction mixture was stirred at room temperature for 18 hours, then filtered and the filtrate evaporated at reduced pressure. The crude product was triturated with diisopropyl ether (50 ml) and filtered. The filtrate was evaporated at reduced pressure and the (3S,4S)-4-[(S... Reactants: OCCCCl, COc1c(F)cc(F)cc1CCl. The product is COc1c(F)cc(F)cc1COCCCCl. Reaction SMILES: [Cl:1][CH2:2][CH2:3][CH2:4][OH:5].[Cl:6][CH2:7][c:8]1[c:9]([O:16][CH3:17])[c:10]([F:15])[cH:11][c:12]([F:14])[cH:13]1>>[Cl:1][CH2:2][CH2:3][CH2:4][O:5][CH2:7][c:8]1[c:9]([O:16][CH3:17])[c:10]([F:15])[cH:11][c:12]([F:14])[cH:13]1. Reactants: NCCCN (1,3-Diaminopropane), S(=O)(=O)([O-])[O-].CSC(=[NH+]CCSCC=1N=CNC1C)N.CSC(=[NH+]CCSCC=1N=CNC1C)N (S-methyl-N-[2-((5-methyl-4-imidazolyl)methylthio)ethyl]thiouronium sulphate). Solvent: O (water). Yields the product CC1=C(N=CN1)CSCCN=C(NCCCNC(=NCCSCC=1N=CNC1C)N)N (1,3-bis-[N'-(2-(5-Methyl-4-imidazolylmethylthio)ethyl)guanidino]propane), dipicrate. As a reaction SMILES: [NH2:1][CH2:2][CH2:3][CH2:4][NH2:5].S([O-])([O-])(=O)=O.CS[C:13]([NH2:25])=[NH+:14][CH2:15][CH2:16][S:17][CH2:18][C:19]1[N:20]=[CH:21][NH:22][C:23]=1[CH3:24].CS[C:28]([NH2:40])=[NH+:29][CH2:30][CH2:31][S:32][CH2:33][C:34]1[N:35]=[CH:36][NH:37][C:38]=1[CH3:39]>O>[CH3:39][C:38]1[NH:37][CH:36]=[N:35][C:34]=1[CH2:33][S:32][CH2:31][CH2:30][N:29]=[C:28]([NH2:40])[NH:1][CH2:2][CH2:3][CH2:4][NH:5][C:13]([NH2:25])=[N:14][CH2:15][CH2:16][S:17][CH2:18][C:19]1[N:20]=[CH:21][NH:22][C:23]=1[CH3:24] |f:1.2.3|. Procedure details: 1,3-Diaminopropane (0.37 g) was added to a solution of S-methyl-N-[2-((5-methyl-4-imidazolyl)methylthio)ethyl]thiouronium sulphate (2.93g) in water (10 ml) and the mixture was heated under reflux for 2 hours. Following concentration the residue was converted into the picrate with an aqueous solution of sodium picrate. Recrystallisation from ethanol afforded the title compound as the dipicrate (1.1 g) m.p. 114°-6°.